describe an organic reaction: reactants, conditions, products, and yield From a dataset of the Open Reaction Database (ORD), a public repository of structured organic reaction records. Starting materials: N([C@@H](C)C(=O)N[C@@H](CCC(N)=O)C(=O)O)C(=O)OCC1=CC=CC=C1 (Z-Ala-Gln-OH). The reagents and catalysts are [Pd] (palladium). Run in O (water), CO (methanol). Yields the product N[C@@H](C)C(=O)N[C@@H](CCC(N)=O)C(=O)O (H-Ala-Gln-OH). RXN SMILES: [NH:1](C(OCC1C=CC=CC=1)=O)[C@H:2]([C:4]([NH:6][C@H:7]([C:13]([OH:15])=[O:14])[CH2:8][CH2:9][C:10](=[O:12])[NH2:11])=[O:5])[CH3:3]>O.CO.[Pd]>[NH2:1][C@H:2]([C:4]([NH:6][C@H:7]([C:13]([OH:15])=[O:14])[CH2:8][CH2:9][C:10](=[O:12])[NH2:11])=[O:5])[CH3:3]. Procedure details: 3.50 Grams of Z-Ala-Gln-OH was dissolved in 50 ml of water and 30 ml of methanol, and the mixture was catalytically reduced by using palladium as a catalyst to obtain H-Ala-Gln-OH. Reactants: COC(C=CC1=C(C=C(C=C1)F)OCCCC)=O (3-(2-Butoxy-4-fluoro-phenyl)-acrylic acid methyl ester), [Li+].[OH-] (LiOH). The solvent is C1CCOC1 (THF), CO (CH3OH). Yields the product C(CCC)OC1=C(C=CC(=C1)F)C=CC(=O)O (3-(2-butoxy-4-fluoro-phenyl)-acrylic acid). The yield is 101.5%. RXN SMILES: C[O:2][C:3](=[O:18])[CH:4]=[CH:5][C:6]1[CH:11]=[CH:10][C:9]([F:12])=[CH:8][C:7]=1[O:13][CH2:14][CH2:15][CH2:16][CH3:17].[Li+].[OH-]>C1COCC1.CO>[CH2:14]([O:13][C:7]1[CH:8]=[C:9]([F:12])[CH:10]=[CH:11][C:6]=1[CH:5]=[CH:4][C:3]([OH:18])=[O:2])[CH2:15][CH2:16][CH3:17] |f:1.2|. Procedure details: 3-(2-Butoxy-4-fluoro-phenyl)-acrylic acid methyl ester (121 mg) was reacted with 1N LiOH (5 ml) in THF and CH3OH for 2 hrs as described above to yield title compound (116 mg). Reactants: CC(C)CC(C(=O)OC(C)(C)C)N1Cc2ccccc2CC(NC(=O)C(Br)CCCCN2C(=O)c3ccccc3C2=O)C1=O, CCCC[N+](CCCC)(CCCC)CCCC, COc1ccc(CS)cc1, CN(C)C=O, [I-]. Yields the product COc1ccc(CSC(CCCCN2C(=O)c3ccccc3C2=O)C(=O)NC2Cc3ccccc3CN(C(CC(C)C)C(=O)OC(C)(C)C)C2=O)cc1. RXN SMILES: [C:11]([CH3:12])([CH3:13])([CH3:14])[O:15][C:16]([CH:17]([CH2:18][CH:19]([CH3:20])[CH3:21])[N:22]1[CH2:23][c:24]2[c:25]([cH:50][cH:51][cH:52][cH:53]2)[CH2:26][CH:27]([NH:30][C:31]([CH:32]([CH2:33][CH2:34][CH2:35][CH2:36][N:37]2[C:38](=[O:47])[c:39]3[c:40]([cH:43][cH:44][cH:45][cH:46]3)[C:41]2=[O:42])[Br:48])=[O:49])[C:28]1=[O:29])=[O:54].[CH2:61]([N+:62]([CH2:63][CH2:64][CH2:65][CH3:66])([CH2:67][CH2:68][CH2:69][CH3:70])[CH2:71][CH2:72][CH2:73][CH3:74])[CH2:75][CH2:76][CH3:77].[CH3:1][O:2][c:3]1[cH:4][cH:5][c:6]([CH2:7][SH:8])[cH:9][cH:10]1.[CH3:55][N:56]([CH3:57])[CH:58]=[O:59].[I-:60]>>[CH3:1][O:2][c:3]1[cH:4][cH:5][c:6]([CH2:7][S:8][CH:32]([C:31]([NH:30][CH:27]2[CH2:26][c:25]3[c:24]([cH:53][cH:52][cH:51][cH:50]3)[CH2:23][N:22]([CH:17]([C:16]([O:15][C:11]([CH3:12])([CH3:13])[CH3:14])=[O:54])[CH2:18][CH:19]([CH3:20])[CH3:21])[C:28]2=[O:29])=[O:49])[CH2:33][CH2:34][CH2:35][CH2:36][N:37]2[C:38](=[O:47])[c:39]3[c:40]([cH:43][cH:44][cH:45][cH:46]3)[C:41]2=[O:42])[cH:9][cH:10]1. The reactants are [N+](=O)(O)[O-] (nitric acid), IC1=C2CC(NC2=CC=C1)=O (1,3-dihydro-4-iodo-2H-indol-2-one). The solvent is S(O)(O)(=O)=O (sulfuric acid), S(O)(O)(=O)=O (sulfuric acid). Conditions: time 1 hour. Product: IC1=C2CC(NC2=CC=C1[N+](=O)[O-])=O (1,3-dihydro-4-iodo-5-nitro-2H-indol-2-one). As a reaction SMILES: [N+:1]([O-:4])(O)=[O:2].[I:5][C:6]1[CH:14]=[CH:13][CH:12]=[C:11]2[C:7]=1[CH2:8][C:9](=[O:15])[NH:10]2>S(=O)(=O)(O)O>[I:5][C:6]1[C:14]([N+:1]([O-:4])=[O:2])=[CH:13][CH:12]=[C:11]2[C:7]=1[CH2:8][C:9](=[O:15])[NH:10]2. Reported procedure: A mixture of concentrated sulfuric acid (0.73 mL) and concentrated nitric acid (0.14 mL) was added slowly to a solution of 1,3-dihydro-4-iodo-2H-indol-2-one (0.5 g, 1.93 mmol) (see T. Fukuyama, supra, and Kende, supra) in concentrated sulfuric acid (6 mL) at -5° C. with stirring. The mixture was stirred for an additional 15 min at -5° C. then poured into ice. After standing for 1 h, solid was collected by filtration and washed with water, and dried in a vacuum oven to give 1,3-dihydro-4-iodo-5-n... Reactants: [OH-].[Ca+2].[OH-] (calcium hydroxide), C(C=C)OC(=O)N1[C@@H](C[C@H](C1)OS(=O)(=O)C)CN1C=NC=C1 ((2S,4R)-1-allyloxycarbonyl-2-(imidazol-1-yl)methyl-4-methanesulfonyloxypyrrolidine), C(C)(=O)S (thioacetic S-acid). Solvent: CC(CC(C)=O)C (4-methyl-2-pentanone). Yields the product C(C)(=O)S[C@H]1C[C@H](N(C1)C(=O)OCC=C)CN1C=NC=C1 ((2S,4S)-4-acetylthio-1-allyloxycarbonyl-2-(imidazol-1-yl)methylpyrrolidine). As a reaction SMILES: [OH-].[Ca+2].[OH-].[CH2:4]([O:7][C:8]([N:10]1[CH2:14][C@H:13](OS(C)(=O)=O)[CH2:12][C@H:11]1[CH2:20][N:21]1[CH:25]=[CH:24][N:23]=[CH:22]1)=[O:9])[CH:5]=[CH2:6].[C:26]([SH:29])(=[O:28])[CH3:27]>CC(C)CC(=O)C>[C:26]([S:29][C@@H:13]1[CH2:14][N:10]([C:8]([O:7][CH2:4][CH:5]=[CH2:6])=[O:9])[C@H:11]([CH2:20][N:21]2[CH:25]=[CH:24][N:23]=[CH:22]2)[CH2:12]1)(=[O:28])[CH3:27] |f:0.1.2|. Reported procedure: To a solution of calcium hydroxide (2.25 g) and (2S,4R)-1-allyloxycarbonyl-2-(imidazol-1-yl)methyl-4-methanesulfonyloxypyrrolidine (10 g) in 4-methyl-2-pentanone (60 ml) was added dropwise thioacetic S-acid (4.38 ml) with stirring below 45° C. The solvent (18 ml) of the mixture was removed under reduced pressure at 40°-45° C. The resulting suspension was heated at 80°-85° C. for 2 hours. After cooling, water (20 ml) and ethyl acetate (20 ml) was added to the reaction mixture The insoluble materi... The reactants are CC1OCCNC1=O, [Cl-], COC(=O)c1ccc(CCC(C=Cc2ccccc2OCCCCCCl)Cc2ccc(C(=O)OC)cc2)cc1, [H-], [NH4+], [Na+], CN(C)C=O. Product: COC(=O)c1ccc(CCC(C=Cc2ccccc2OCCCCCN2CCOC(C)C2=O)Cc2ccc(C(=O)OC)cc2)cc1. Reaction SMILES: [CH3:1][CH:2]1[O:3][CH2:4][CH2:5][NH:6][C:7]1=[O:8].[Cl-:50].[Cl:11][CH2:12][CH2:13][CH2:14][CH2:15][CH2:16][O:17][c:18]1[c:19]([CH:24]=[CH:25][CH:26]([CH2:27][CH2:28][c:29]2[cH:30][cH:31][c:32]([C:33](=[O:34])[O:35][CH3:36])[cH:37][cH:38]2)[CH2:39][c:40]2[cH:41][cH:42][c:43]([C:46](=[O:47])[O:48][CH3:49])[cH:44][cH:45]2)[cH:20][cH:21][cH:22][cH:23]1.[H-:9].[NH4+:51].[Na+:10].[O:52]=[CH:53][N:54]([CH3:55])[CH3:56]>>[CH3:1][CH:2]1[O:3][CH2:4][CH2:5][N:6]([CH2:12][CH2:13][CH2:14][CH2:15][CH2:16][O:17][c:18]2[c:19]([CH:24]=[CH:25][CH:26]([CH2:27][CH2:28][c:29]3[cH:30][cH:31][c:32]([C:33](=[O:34])[O:35][CH3:36])[cH:37][cH:38]3)[CH2:39][c:40]3[cH:41][cH:42][c:43]([C:46](=[O:47])[O:48][CH3:49])[cH:44][cH:45]3)[cH:20][cH:21][cH:22][cH:23]2)[C:7]1=[O:8]. Starting materials: O=C1CCC(=O)N1Br, ClC(Cl)(Cl)Cl, COc1ccc(C)c(Cl)c1, CC(C)(C#N)N=NC(C)(C)C#N. Reaction SMILES: [Br:11][N:12]1[C:13](=[O:14])[CH2:15][CH2:16][C:17]1=[O:18].[C:31]([Cl:32])([Cl:33])([Cl:34])[Cl:35].[Cl:1][c:2]1[c:3]([CH3:10])[cH:4][cH:5][c:6]([O:8][CH3:9])[cH:7]1.[N:19]#[C:20][C:21]([N:22]=[N:23][C:24]([C:25]#[N:26])([CH3:27])[CH3:28])([CH3:29])[CH3:30]>>[Cl:1][c:2]1[c:3]([CH2:10][Br:11])[cH:4][cH:5][c:6]([O:8][CH3:9])[cH:7]1. Product: COc1ccc(CBr)c(Cl)c1.